From a dataset of the Open Reaction Database (ORD), a public repository of structured organic reaction records. describe an organic reaction: reactants, conditions, products, and yield The reactants are BrB(Br)Br, COc1ccc2c(c1)c(-c1ccc(C(C)C)cc1)nc(=O)n2C(C)C, ClCCl. Yields the product CC(C)c1ccc(-c2nc(=O)n(C(C)C)c3ccc(O)cc23)cc1. As a reaction SMILES: [B:26]([Br:27])([Br:28])[Br:29].[CH:1]([CH3:2])([CH3:3])[n:4]1[c:5](=[O:25])[n:6][c:7](-[c:16]2[cH:17][cH:18][c:19]([CH:22]([CH3:23])[CH3:24])[cH:20][cH:21]2)[c:8]2[cH:9][c:10]([O:14][CH3:15])[cH:11][cH:12][c:13]12.[Cl:30][CH2:31][Cl:32]>>[CH:1]([CH3:2])([CH3:3])[n:4]1[c:5](=[O:25])[n:6][c:7](-[c:16]2[cH:17][cH:18][c:19]([CH:22]([CH3:23])[CH3:24])[cH:20][cH:21]2)[c:8]2[cH:9][c:10]([OH:14])[cH:11][cH:12][c:13]12.